Dataset: the Open Reaction Database (ORD), a public repository of structured organic reaction records. Task: describe an organic reaction: reactants, conditions, products, and yield Reactants: Cl (hydrochloric acid), C(=O)(OCC)C(OC1=C(C=C(C=C1)CN1C(N(C2=C1C=CC=C2)C(=O)OCC)=O)CC)C2=CC1=C(C=C2)OCO1 (1-[4-(1-carboethoxy-1-(3,4-methylenedioxyphenyl)methoxy)-3-ethylphenylmethyl ]-3-carboethoxy-2-benzimidazolinone), C(C)O (ethanol), solution, [OH-].[Na+] (sodium hydroxide). The solvent is C(Cl)Cl (Methylene chloride). Reaction conditions: time 8 hour. Product: C(=O)(O)C(OC1=C(C=C(C=C1)CN1C(NC2=C1C=CC=C2)=O)CC)C2=CC1=C(C=C2)OCO1 (1-[4-(1-carboxy-1-(3,4-methylenedioxyphenyl)methoxy)-3-ethylphenylmethyl]-2-benzimidazolinone). Isolated yield 44.8%. Reaction SMILES: [C:1]([CH:6]([C:32]1[CH:37]=[CH:36][C:35]2[O:38][CH2:39][O:40][C:34]=2[CH:33]=1)[O:7][C:8]1[CH:13]=[CH:12][C:11]([CH2:14][N:15]2[C:19]3[CH:20]=[CH:21][CH:22]=[CH:23][C:18]=3[N:17](C(OCC)=O)[C:16]2=[O:29])=[CH:10][C:9]=1[CH2:30][CH3:31])([O:3]CC)=[O:2].C(O)C.[OH-].[Na+].Cl>C(Cl)Cl>[C:1]([CH:6]([C:32]1[CH:37]=[CH:36][C:35]2[O:38][CH2:39][O:40][C:34]=2[CH:33]=1)[O:7][C:8]1[CH:13]=[CH:12][C:11]([CH2:14][N:15]2[C:19]3[CH:20]=[CH:21][CH:22]=[CH:23][C:18]=3[NH:17][C:16]2=[O:29])=[CH:10][C:9]=1[CH2:30][CH3:31])([OH:3])=[O:2] |f:2.3|. Reported procedure: A round bottom flask was charged with 0.031 g (0.06 mmol) of the product of step C, 0.5 mL of ethanol and the flask and its contents were placed in a sonicator bath. Methylene chloride (0.2 mL) was then added in order to completely dissolve the starting material. Next, 23 μL of a 5.0 N solution of sodium hydroxide were added and the reaction was stirred at room temperature overnight. The reaction mixture was then adjusted to pH=5 with dropwise addition of 6 N hydrochloric acid, and then concentr... Starting materials: C(#N)C1=NC(=NC(=C1C(=O)OC)NC=1C=C(C=CC1)C)NC1CCCCC1 (methyl 4-cyano-2-(cyclohexylamino)-6-(m-tolylamino)pyrimidine-5-carboxylate), C(=O)(O)[O-].[Na+] (NaHCO3). Reagents/catalysts: [Pd] (palladium on carbon). The solvent is CO (MeOH), Cl (HCl). Conditions: time 4 hour. Product: C1(CCCCC1)NC=1N=C(C2=C(N1)CNC2=O)NC=2C=C(C=CC2)C (2-(Cyclohexylamino)-4-(m-tolylamino)-6,7-dihydro-5H-pyrrolo[3,4-d]pyrimidin-5-one). Yield: 69.5%. Reaction SMILES: [C:1]([C:3]1[C:8]([C:9](OC)=[O:10])=[C:7]([NH:13][C:14]2[CH:15]=[C:16]([CH3:20])[CH:17]=[CH:18][CH:19]=2)[N:6]=[C:5]([NH:21][CH:22]2[CH2:27][CH2:26][CH2:25][CH2:24][CH2:23]2)[N:4]=1)#[N:2].C([O-])(O)=O.[Na+]>[Pd].CO.Cl>[CH:22]1([NH:21][C:5]2[N:6]=[C:7]([NH:13][C:14]3[CH:15]=[C:16]([CH3:20])[CH:17]=[CH:18][CH:19]=3)[C:8]3[C:9](=[O:10])[NH:2][CH2:1][C:3]=3[N:4]=2)[CH2:23][CH2:24][CH2:25][CH2:26][CH2:27]1 |f:1.2|. Procedure: A mixture of methyl 4-cyano-2-(cyclohexylamino)-6-(m-tolylamino)pyrimidine-5-carboxylate (112.6 mg, 0.308 mmol) and palladium on carbon (26.4 mg, 0.248 mmol) in MeOH (2 mL) and HCl (1N, 2 mL) was stirred at RT for 4 h under a hydrogen atmosphere. Saturated aq NaHCO3 was added and the mixture was stirred for 12 h. The mixture was filtered and the filtrate was concentrated under reduced pressure. The residue was extracted with EtOAc. The organic layers were washed with aq NaHCO3, water, and brine,... The reactants are [H-].[Na+] (sodium hydride), C([O-])([O-])=O.[K+].[K+] (potassium carbonate), N1=CN=CC(=C1)CCC(=O)OC (methyl 3-(5-pyrimidyl)propionate), C(=O)OC (methyl formate), S(=O)(=O)(OC)OC (dimethyl sulfate). The solvent is COCCOC (DME), C(C)OCC (diethyl ether), CN(C=O)C (dimethyl formamide), C(OC)COC (dimethoxyethane). Run at time 2 hour. The product is N1=CN=CC(=C1)CC(C(=O)OC)=COC (methyl 2((5-pyrimidyl)methyl)-3-methoxyacrylate). As a reaction SMILES: [N:1]1[CH:6]=[C:5]([CH2:7][CH2:8][C:9]([O:11][CH3:12])=[O:10])[CH:4]=[N:3][CH:2]=1.[CH:13]([O:15][CH3:16])=O.[H-].[Na+].C(=O)([O-])[O-].[K+].[K+].S(OC)(OC)(=O)=O>C(COC)OC.C(OCC)C.CN(C)C=O>[N:1]1[CH:6]=[C:5]([CH2:7][C:8](=[CH:13][O:15][CH3:16])[C:9]([O:11][CH3:12])=[O:10])[CH:4]=[N:3][CH:2]=1 |f:2.3,4.5.6|. Procedure: A mixture of methyl 3-(5-pyrimidyl)propionate (13.1 g) and methyl formate (7.1 ml) dissolved in dry dimethoxyethane (20 ml) was added portionwise to a suspension of sodium hydride (60%, 4.0 g) in DME (10 ml) under argon. Reaction initiated rapidly and was stirred for a further 2 h, diluted with dry diethyl ether (50 ml) and filtered. The solid so separated was washed with further diethyl ether (50 ml) and was dried in vacuo to give a solid that was dissolved in dry dimethyl formamide (50 ml) and... Solvent: CN(C=O)C (dimethylformamide). Yield: 84.8%. Procedure: 2-Hydroxy-3-propenylpropiophenone (2.4 grams) is dissolved in 30 ml of dimethylformamide and 0.6 gram of 50% sodium hydride is added thereto little by little at room temperature with stirring. The mixture is stirred for one hour more at the same temperature and 2.4 grams of p-isopropylbenzoyl chloride is dropped thereinto with ice cooling. The mixture is stirred at room temperature for one hour, 0.6 gram of 50% sodium hydride is added thereto, the mixture is heated at 60° to 70° C. for one hour,... Product: OC(C(=O)C1=CC=CC=C1)(CC=CC)C(C1=CC=C(C=C1)C(C)C)=O (2-hydroxy-3-propenyl-alpha-p-isopropylbenzoylpropiophenone). Reaction SMILES: [OH:1][CH:2]([CH2:11][CH:12]=[CH:13][CH3:14])[C:3]([C:5]1[CH:10]=[CH:9][CH:8]=[CH:7][CH:6]=1)=[O:4].[H-].[Na+].[CH:17]([C:20]1[CH:28]=[CH:27][C:23]([C:24](Cl)=[O:25])=[CH:22][CH:21]=1)([CH3:19])[CH3:18]>CN(C)C=O>[OH:1][C:2]([C:24](=[O:25])[C:23]1[CH:27]=[CH:28][C:20]([CH:17]([CH3:18])[CH3:19])=[CH:21][CH:22]=1)([CH2:11][CH:12]=[CH:13][CH3:14])[C:3]([C:5]1[CH:10]=[CH:9][CH:8]=[CH:7][CH:6]=1)=[O:4] |f:1.2|. Starting materials: [H-].[Na+] (sodium hydride), OC(C(=O)C1=CC=CC=C1)CC=CC (2-Hydroxy-3-propenylpropiophenone), [H-].[Na+] (sodium hydride), C(C)(C)C1=CC=C(C(=O)Cl)C=C1 (p-isopropylbenzoyl chloride), ice water.